Dataset: the Open Reaction Database (ORD), a public repository of structured organic reaction records. Task: describe an organic reaction: reactants, conditions, products, and yield The reactants are O1C=C(C=C1)B(O)O (furan-3-ylboronic acid), C([O-])([O-])=O.[Cs+].[Cs+] (cesium carbonate), BrC=1C(=NOC1C=1C=NN(C1C(F)(F)F)C1=CC(=CC=C1)F)C1=C(C=CC=C1F)Cl (4-bromo-3-(2-chloro-6-fluorophenyl)-5-(1-(3-fluorophenyl)-5-(trifluoromethyl)-1H-pyrazol-4-yl)isoxazole). The reagents and catalysts are C=1C=CC(=CC1)[P](C=2C=CC=CC2)(C=3C=CC=CC3)[Pd]([P](C=4C=CC=CC4)(C=5C=CC=CC5)C=6C=CC=CC6)([P](C=7C=CC=CC7)(C=8C=CC=CC8)C=9C=CC=CC9)[P](C=1C=CC=CC1)(C=1C=CC=CC1)C=1C=CC=CC1 (tetrakis(triphenylphosphine)palladium(0)). Run in COCCOC (1,2-Dimethoxyethane). Run at temperature 100 celsius. Product: ClC1=C(C(=CC=C1)F)C1=NOC(=C1C1=COC=C1)C=1C=NN(C1C(F)(F)F)C1=CC(=CC=C1)F (3-(2-chloro-6-fluorophenyl)-5-(1-(3-fluorophenyl)-5-(trifluoromethyl)-1H-pyrazol-4-yl)-4-(furan-3-yl)isoxazole). Isolated yield 16.9%. As a reaction SMILES: Br[C:2]1[C:3]([C:23]2[C:28]([F:29])=[CH:27][CH:26]=[CH:25][C:24]=2[Cl:30])=[N:4][O:5][C:6]=1[C:7]1[CH:8]=[N:9][N:10]([C:16]2[CH:21]=[CH:20][CH:19]=[C:18]([F:22])[CH:17]=2)[C:11]=1[C:12]([F:15])([F:14])[F:13].[O:31]1[CH:35]=[CH:34][C:33](B(O)O)=[CH:32]1.C(=O)([O-])[O-].[Cs+].[Cs+]>C1C=CC([P]([Pd]([P](C2C=CC=CC=2)(C2C=CC=CC=2)C2C=CC=CC=2)([P](C2C=CC=CC=2)(C2C=CC=CC=2)C2C=CC=CC=2)[P](C2C=CC=CC=2)(C2C=CC=CC=2)C2C=CC=CC=2)(C2C=CC=CC=2)C2C=CC=CC=2)=CC=1.COCCOC>[Cl:30][C:24]1[CH:25]=[CH:26][CH:27]=[C:28]([F:29])[C:23]=1[C:3]1[C:2]([C:33]2[CH:34]=[CH:35][O:31][CH:32]=2)=[C:6]([C:7]2[CH:8]=[N:9][N:10]([C:16]3[CH:21]=[CH:20][CH:19]=[C:18]([F:22])[CH:17]=3)[C:11]=2[C:12]([F:15])([F:14])[F:13])[O:5][N:4]=1 |f:2.3.4,^1:48,50,69,88|. Reported procedure: The tube was charged with 4-bromo-3-(2-chloro-6-fluorophenyl)-5-(1-(3-fluorophenyl)-5-(trifluoromethyl)-1H-pyrazol-4-yl)isoxazole (30 mg, 0.06 mmol), tetrakis(triphenylphosphine)palladium(0) (0.010 g), 1.5 mL 1,2-Dimethoxyethane and was purged with argon. Then furan-3-ylboronic acid (0.012 g, 0.1 mmol) and an aqueous solution of cesium carbonate (0.05 g in 0.2 mL) were added. The reaction mixture was heated under microwave irradiation to 100° C. for 2 h. The solvent was evaporated and the produc...